The task is: describe an organic reaction: reactants, conditions, products, and yield. This data is from the Open Reaction Database (ORD), a public repository of structured organic reaction records. Starting materials: NC1=NC=C(C=N1)C1CN(C(CO1)=O)C(C)(C)C (2-(2-aminopyrimid-5-yl)-4-(1,1-dimethylethyl)-5-oxo-morpholine), S(C)C (Me2S), CO (methanol), solution. Run in O1CCCC1 (tetrahydrofuran), O1CCCC1 (tetrahydrofuran). Product: NC1=NC=C(C=N1)C1CN(CCO1)C(C)(C)C (2-(2-Aminopyrimid-5-yl)-4-(1,1-dimethylethyl) morpholine). As a reaction SMILES: [NH2:1][C:2]1[N:7]=[CH:6][C:5]([CH:8]2[O:13][CH2:12][C:11](=O)[N:10]([C:15]([CH3:18])([CH3:17])[CH3:16])[CH2:9]2)=[CH:4][N:3]=1.S(C)C.CO>O1CCCC1>[NH2:1][C:2]1[N:3]=[CH:4][C:5]([CH:8]2[O:13][CH2:12][CH2:11][N:10]([C:15]([CH3:18])([CH3:17])[CH3:16])[CH2:9]2)=[CH:6][N:7]=1. Procedure details: To a solution of 2-(2-aminopyrimid-5-yl)-4-(1,1-dimethylethyl)-5-oxo-morpholine (2.0 g) in 100 ml of dry tetrahydrofuran, 10 ml of a 2.0M solution of BH3.Me2S in tetrahydrofuran is added dropwise under nitrogen. The reaction mixture is then heated at reflux for 5 hours followed by treatment with methanol (25 ml) at reflux for 3 hours. The solution is concentrated and the residue chromatographed on silica gel to give the titled compound.